This data is from the Open Reaction Database (ORD), a public repository of structured organic reaction records. The task is: describe an organic reaction: reactants, conditions, products, and yield Starting materials: CC(=CC(=O)O)C=CCC(CCCC(CC)(C)C)C (3,7,11,11-tetramethyltrideca-2,4-dienoic acid), C(C)[Li] (ethyl lithium), Cl (hydrochloric acid), CCOCC (ether), solution. Solvent: C1=CC=CC=C1 (benzene). Conditions: time 3 hour. Yields the product CC(=CC(CC)=O)C=CCC(CCCC(CC)(C)C)C (5,9,13,13-tetramethylpentadeca-4,6-dien-3-one). Reaction SMILES: [CH3:1][C:2]([CH:7]=[CH:8][CH2:9][CH:10]([CH3:19])[CH2:11][CH2:12][CH2:13][C:14]([CH3:18])([CH3:17])[CH2:15][CH3:16])=[CH:3][C:4]([OH:6])=O.[CH3:20][CH2:21]OCC.C([Li])C.Cl>C1C=CC=CC=1>[CH3:1][C:2]([CH:7]=[CH:8][CH2:9][CH:10]([CH3:19])[CH2:11][CH2:12][CH2:13][C:14]([CH3:18])([CH3:17])[CH2:15][CH3:16])=[CH:3][C:4](=[O:6])[CH2:20][CH3:21]. Procedure details: To a stirred solution of 2.5 g. of 3,7,11,11-tetramethyltrideca-2,4-dienoic acid in 30 ml. of dry ether is added slowly, at 0°, 23 ml. of a one molar solution of ethyl lithium in benzene. After about three hours at 20°, the mixture is poured into iced 1N hydrochloric acid (100 ml.) with vigorous stirring. The ether layer is separated, combined with ethereal washings of the aqueous phase, washed with water, saturated potassium bicarbonate, and then saturated brine, dried over magnesium sulfate an...